This data is from the Open Reaction Database (ORD), a public repository of structured organic reaction records. The task is: describe an organic reaction: reactants, conditions, products, and yield Reactants: O=C1[C@]2(C=3C(=NC=CC3)N1)CC1=C(C=C3C=CC(=NC3=C1)C(=O)O)C2 ((S)-2′-oxo-1′,2′,6,8-tetrahydrospiro[cyclopenta[g]quinoline-7,3′-pyrrolo[2,3-b]pyridine]-2-carboxylic acid), O=C1[C@]2(C=3C(=NC=CC3)N1)CC1=C(C=C3C=CC(=NC3=C1)C(=O)O)C2 ((S)-2′-oxo-1′,2′,6,8-tetrahydrospiro[cyclopenta[g]quinoline-7,3′-pyrrolo[2,3-b]pyridine]-2-carboxylic acid), NC1=CC=CC=C1 (aniline), C(CCl)Cl (EDC), C=1C=CC2=C(C1)N=NN2O (HOBT), C(C)(C)N(C(C)C)CC (N,N-diisopropylethylamine). Run in CN(C)C=O (DMF). Product: O=C1[C@]2(C=3C(=NC=CC3)N1)CC1=C(C=C3C=CC(=NC3=C1)C(=O)NC1=CC=CC=C1)C2 ((7S)-2′-Oxo-N-phenyl-1′,2′,6,8-tetrahydrospiro[cyclopenta[g]quinoline-7,3′-pyrrolo[2,3-b]pyridine]-2-carboxamide). As a reaction SMILES: [O:1]=[C:2]1[NH:10][C:5]2=[N:6][CH:7]=[CH:8][CH:9]=[C:4]2[C@:3]21[CH2:25][C:13]1[CH:14]=[C:15]3[C:20](=[CH:21][C:12]=1[CH2:11]2)[N:19]=[C:18]([C:22]([OH:24])=O)[CH:17]=[CH:16]3.[NH2:26][C:27]1[CH:32]=[CH:31][CH:30]=[CH:29][CH:28]=1.C(Cl)CCl.C1C=CC2N(O)N=NC=2C=1.C(N(CC)C(C)C)(C)C>CN(C=O)C>[O:1]=[C:2]1[NH:10][C:5]2=[N:6][CH:7]=[CH:8][CH:9]=[C:4]2[C@:3]21[CH2:25][C:13]1[CH:14]=[C:15]3[C:20](=[CH:21][C:12]=1[CH2:11]2)[N:19]=[C:18]([C:22]([NH:26][C:27]1[CH:32]=[CH:31][CH:30]=[CH:29][CH:28]=1)=[O:24])[CH:17]=[CH:16]3. Procedure: A mixture of (S)-2′-oxo-1′,2′,6,8-tetrahydrospiro[cyclopenta[g]quinoline-7,3′-pyrrolo[2,3-b]pyridine]-2-carboxylic acid (15 mg, 0.045 mmol, described in Intermediate 14), aniline (4 mg, 0.045 mmol), EDC (26 mg, 0.136 mmol), HOBT (21 mg, 0.136 mmol), and N,N-diisopropylethylamine (0.039 mL, 0.226 mmol) was stirred in DMF (1 mL) at ambient temperature for 18 h. The reaction mixture was purified directly by HPLC using a reversed phase C18 column and eluting with a gradient of H2O:CH3CN:CF3CO2H—90:1... The reactants are C(C)(C)(C)OC(N[C@H]1CSC[C@H]([C@@H]1O)CC1=CC(=C(C(=C1)F)[N+](=O)[O-])F)=O ([(3R,4S,5S)-5-(3,5-difluoro-4-nitro-benzyl)-4-hydroxy-tetrahydro-thiopyran-3-yl]-carbamic acid tert-butyl ester), H-isobutylene, [OH-].[K+] (KOH), FC([C@H](C)O)(F)F ((S)-1,1,1-trifluoro-propan-2-ol). Solvent: CCCCCC.CCOC(=O)C (hexane EtOAc). Product: C(C)(C)(C)OC(N[C@H]1CSC[C@H]([C@@H]1O)CC1=CC(=C(C(=C1)O[C@H](C(F)(F)F)C)[N+](=O)[O-])F)=O ({(3R,4S,5S)-5-[3-Fluoro-4-nitro-5-((S)-2,2,2-trifluoro-1-methyl-ethoxy)-benzyl]-4-hydroxy-tetrahydro-thiopyran-3-yl}-carbamic acid tert-butyl ester). RXN SMILES: [C:1]([O:5][C:6](=[O:27])[NH:7][C@@H:8]1[C@@H:13]([OH:14])[C@H:12]([CH2:15][C:16]2[CH:21]=[C:20](F)[C:19]([N+:23]([O-:25])=[O:24])=[C:18]([F:26])[CH:17]=2)[CH2:11][S:10][CH2:9]1)([CH3:4])([CH3:3])[CH3:2].[OH-].[K+].[F:30][C:31]([F:36])([F:35])[C@@H:32]([OH:34])[CH3:33]>CCCCCC.CCOC(C)=O>[C:1]([O:5][C:6](=[O:27])[NH:7][C@@H:8]1[C@@H:13]([OH:14])[C@H:12]([CH2:15][C:16]2[CH:21]=[C:20]([O:34][C@@H:32]([CH3:33])[C:31]([F:36])([F:35])[F:30])[C:19]([N+:23]([O-:25])=[O:24])=[C:18]([F:26])[CH:17]=2)[CH2:11][S:10][CH2:9]1)([CH3:2])([CH3:4])[CH3:3] |f:1.2,4.5|. Procedure: The title compound was prepared in an analogous manner as described for example 24j, starting from [(3R,4S,5S)-5-(3,5-difluoro-4-nitro-benzyl)-4-hydroxy-tetrahydro-thiopyran-3-yl]-carbamic acid tert-butyl ester (0.409 g, 1 mmol), KOH (0.06 g, 1.05 mmol) and (S)-1,1,1-trifluoro-propan-2-ol (0.583 g, 5 mmol) and was obtained as a yellow oil, which was used as such in the next step: TLC (hexane-EtOAc 1:1) Rf=0.37; HPLC RtA=2.36 min; ESIMS [M+H-isobutylene]+=443. The reactants are BrC1=CC=C(C=C1)N1C(=NC(=C(C1=O)CC1=CC=C(C=C1)C=1C(=CC=CC1)C#N)CCC)CC (4′-{[1-(4-bromophenyl)-2-ethyl-6-oxo-4-propyl-1,6-dihydropyrimidin-5-yl]methyl}biphenyl-2-carbonitrile), 1,1′-binaphthalene-2,2′-diylbis(diphenylphosphine), O1CCOC12CCNCC2 (1,4-dioxa-8-azaspiro[4.5]decane), CC(C)([O-])C.[Na+] (sodium tert-butoxide). The reagents and catalysts are C=1C=CC(=CC1)/C=C/C(=O)/C=C/C2=CC=CC=C2.C=1C=CC(=CC1)/C=C/C(=O)/C=C/C2=CC=CC=C2.C=1C=CC(=CC1)/C=C/C(=O)/C=C/C2=CC=CC=C2.[Pd].[Pd] (tris(dibenzylideneacetone)dipalladium). Solvent: C1(=CC=CC=C1)C (toluene), C(C)(=O)OCC (ethyl acetate). Conditions: temperature 100 celsius, time 12 hour. Yields the product O1CCOC12CCN(CC2)C2=CC=C(C=C2)N2C(=NC(=C(C2=O)CC2=CC=C(C=C2)C=2C(=CC=CC2)C#N)CCC)CC (4′-({1-[4-(1,4-dioxa-8-azaspiro[4.5]dec-8-yl)phenyl]-2-ethyl-6-oxo-4-propyl-1,6-dihydropyrimidin-5-yl}methyl)biphenyl-2-carbonitrile). Yield: 61.3%. Reaction SMILES: Br[C:2]1[CH:7]=[CH:6][C:5]([N:8]2[C:13](=[O:14])[C:12]([CH2:15][C:16]3[CH:21]=[CH:20][C:19]([C:22]4[C:23]([C:28]#[N:29])=[CH:24][CH:25]=[CH:26][CH:27]=4)=[CH:18][CH:17]=3)=[C:11]([CH2:30][CH2:31][CH3:32])[N:10]=[C:9]2[CH2:33][CH3:34])=[CH:4][CH:3]=1.[O:35]1[C:39]2([CH2:44][CH2:43][NH:42][CH2:41][CH2:40]2)[O:38][CH2:37][CH2:36]1.CC(C)([O-])C.[Na+]>C1(C)C=CC=CC=1.C(OCC)(=O)C.C1C=CC(/C=C/C(/C=C/C2C=CC=CC=2)=O)=CC=1.C1C=CC(/C=C/C(/C=C/C2C=CC=CC=2)=O)=CC=1.C1C=CC(/C=C/C(/C=C/C2C=CC=CC=2)=O)=CC=1.[Pd].[Pd]>[O:35]1[C:39]2([CH2:44][CH2:43][N:42]([C:2]3[CH:7]=[CH:6][C:5]([N:8]4[C:13](=[O:14])[C:12]([CH2:15][C:16]5[CH:21]=[CH:20][C:19]([C:22]6[C:23]([C:28]#[N:29])=[CH:24][CH:25]=[CH:26][CH:27]=6)=[CH:18][CH:17]=5)=[C:11]([CH2:30][CH2:31][CH3:32])[N:10]=[C:9]4[CH2:33][CH3:34])=[CH:4][CH:3]=3)[CH2:41][CH2:40]2)[O:38][CH2:37][CH2:36]1 |f:2.3,6.7.8.9.10|. Procedure details: To a solution of 4′-{[1-(4-bromophenyl)-2-ethyl-6-oxo-4-propyl-1,6-dihydropyrimidin-5-yl]methyl}biphenyl-2-carbonitrile (1.6 g), 1,1′-binaphthalene-2,2′-diylbis(diphenylphosphine) (0.29 g), 1,4-dioxa-8-azaspiro[4.5]decane (0.9 g) and sodium tert-butoxide (0.45 g) in toluene (40 mL) was added tris(dibenzylideneacetone)dipalladium (0.14 g), and the mixture was stirred at 100° C. for 12 hr under an argon atmosphere. The reaction mixture was diluted with ethyl acetate, and the insoluble material was... The reactants are CC(C=O)=CC1=CC=CC=C1 (α-methylcinnamaldehyde), [Cl-].C(C1=CC=CC=C1)OC1=C(C[P+](C2=CC=CC=C2)(C2=CC=CC=C2)C2=CC=CC=C2)C=CC=C1 (2-benzyloxybenzyltriphenylphosphonium chloride), N12CCCCCC2=NCCC1 (1,8-diazabicyclo[5,4,0]-undec-7-ene). Run in C(C)#N (acetonitrile). Product: C(C1=CC=CC=C1)OC1=C(C=CC=C1)C=CC(=CC1=CC=CC=C1)C (1-(2-benzyloxyphenyl)-3-methyl-4-phenylbutadiene). Isolated yield 90.2%. RXN SMILES: [CH3:1][C:2](=[CH:5][C:6]1[CH:11]=[CH:10][CH:9]=[CH:8][CH:7]=1)[CH:3]=O.[Cl-].[CH2:13]([O:20][C:21]1[CH:46]=[CH:45][CH:44]=[CH:43][C:22]=1[CH2:23][P+](C1C=CC=CC=1)(C1C=CC=CC=1)C1C=CC=CC=1)[C:14]1[CH:19]=[CH:18][CH:17]=[CH:16][CH:15]=1.N12CCCN=C1CCCCC2>C(#N)C>[CH2:13]([O:20][C:21]1[CH:46]=[CH:45][CH:44]=[CH:43][C:22]=1[CH:23]=[CH:3][C:2]([CH3:1])=[CH:5][C:6]1[CH:11]=[CH:10][CH:9]=[CH:8][CH:7]=1)[C:14]1[CH:15]=[CH:16][CH:17]=[CH:18][CH:19]=1 |f:1.2|. Procedure: Following a procedure similar to that described in the first part of Preparation 3, 1.32 g of α-methylcinnamaldehyde, 4.47 g of 2-benzyloxybenzyltriphenylphosphonium chloride (prepared as described in Preparation 1) and 1.37 g of 1,8-diazabicyclo[5,4,0]-undec-7-ene were reacted in acetonitrile. The crude product thus obtained was purified as described in the first part of Preparation 3, to give 2.66 g (yield 90%) of 1-(2-benzyloxyphenyl)-3-methyl-4-phenylbutadiene as a colorless oil. The reactants are ClC=1C=C(C(N(C1CC)C(C)C)=O)C(=O)OCC (ethyl 5-chloro-6-ethyl-1-isopropyl-2-oxo-1,2-dihydropyridine-3-carboxylate), ClC=1C=C(C(N(C1C)C(C)C)=O)C(=O)OCC (ethyl 5-chloro-1-isopropyl-6-methyl-2-oxo-1,2-dihydropyridine-3-carboxylate). Product: ClC=1C=C(C(N(C1CC)C(C)C)=O)C(=O)O (5-Chloro-6-ethyl-1-isopropyl-2-oxo-1,2-dihydropyridine-3-carboxylic acid). RXN SMILES: [Cl:1][C:2]1[CH:3]=[C:4]([C:14]([O:16]CC)=[O:15])[C:5](=[O:13])[N:6]([CH:10]([CH3:12])[CH3:11])[C:7]=1[CH2:8][CH3:9].ClC1C=C(C(OCC)=O)C(=O)N(C(C)C)C=1C>>[Cl:1][C:2]1[CH:3]=[C:4]([C:14]([OH:16])=[O:15])[C:5](=[O:13])[N:6]([CH:10]([CH3:12])[CH3:11])[C:7]=1[CH2:8][CH3:9]. Reported procedure: The title compound was prepared according to the procedure of Example 1(7), but using ethyl 5-chloro-6-ethyl-1-isopropyl-2-oxo-1,2-dihydropyridine-3-carboxylate as prepared in 2(2) instead of ethyl 5-chloro-1-isopropyl-6-methyl-2-oxo-1,2-dihydropyridine-3-carboxylate. Starting materials: C1C[C@@H](C2=NC(=NN2C1)N)C3=CC=C(C=C3)F, CN(C)C(=O)CC1=CC=C(C=C1)Br. Reagents/catalysts: C(=O)([O-])[O-].[Cs+].[Cs+], C1CCC(CC1)P(C2CCCCC2)C3=CC=CC=C3C4=CC=CC=C4, CC(=O)O.CC(=O)O.[Pd]. Solvent: C1COCCO1. Reaction conditions: temperature 120 celsius. Yields the product CN(C)C(=O)CC1=CC=C(C=C1)NC2=NN3CCCC(C3=N2)C4=CC=C(C=C4)F. Isolated yield 32.0%. Procedure: 8-(4-fluorophenyl)-5,6,7,8-tetrahydro-[1,2,4]triazolo[1,5-a]pyridin-2-amine (94 mg, 0.40 mmol), 2-(4-bromophenyl)-N,N-dimethylacetamide (103 mg, 0.40 mmol), Cesium carbonate (198 mg, 0.61 mmol), Palladium(II) acetate (9.09 mg, 0.04 mmol) and 2-(Dicyclohexylphosphino)biphenyl (14.18 mg, 0.04 mmol) were added to a 0.5-2 mL microwave vial. The vial was capped and flushed with nitrogen. dioxane (3 mL) was added and the vial was flushed with additional nitrogen before it was heated by microwave irrad... Starting materials: CCOC(=O)C1CCCN(C)C1, Cl. Yields the product CN1CCCC(C(=O)O)C1, Cl. RXN SMILES: [CH3:1][N:2]1[CH2:3][CH:4]([C:5](=[O:6])[O:7][CH2:8][CH3:9])[CH2:10][CH2:11][CH2:12]1.[ClH:13]>>[CH3:1][N:2]1[CH2:3][CH:4]([C:5](=[O:6])[OH:7])[CH2:10][CH2:11][CH2:12]1.[ClH:13]. Reactants: N1=CC=CC=C1 (pyridine), BrCCCC1=CC=C(C=C1)CCCBr (1,4-bis(3-bromopropyl)benzene), C(C)OCC (ethyl ether). Run in C(C)O (ethanol). The product is [Br-].[Br-].[N+]1(=CC=CC=C1)CCCC1=CC=C(C=C1)CCC[N+]1=CC=CC=C1 (1,4-Bis[3-(1-pyridinio)propyl]benzene dibromide). Reaction SMILES: [Br:1][CH2:2][CH2:3][CH2:4][C:5]1[CH:10]=[CH:9][C:8]([CH2:11][CH2:12][CH2:13]Br)=[CH:7][CH:6]=1.[N:15]1[CH:20]=[CH:19][CH:18]=[CH:17][CH:16]=1.C(O[CH2:24][CH3:25])C>C(O)C>[Br-:1].[Br-:1].[N+:15]1([CH2:2][CH2:3][CH2:4][C:5]2[CH:10]=[CH:9][C:8]([CH2:11][CH2:12][CH2:13][N+:15]3[CH:25]=[CH:24][CH:18]=[CH:17][CH:16]=3)=[CH:7][CH:6]=2)[CH:20]=[CH:19][CH:18]=[CH:17][CH:16]=1 |f:4.5.6|. Reported procedure: First, 320 mg of 1,4-bis(3-bromopropyl)benzene was dissolved in 5.0 ml of ethanol, 202 μl of pyridine was added thereto, the mixture was then refluxed for 18 hours. After cooling, to the reaction mixture was added 20 ml of ethyl ether. The resulting solids were recrystallized from ethanol/ethyl ether to obtain 215 mg of the title compound as a colorless crystal.